Task: describe an organic reaction: reactants, conditions, products, and yield. Dataset: the Open Reaction Database (ORD), a public repository of structured organic reaction records The reactants are CCCCc1oc2ccccc2c1C(=O)NCc1ccc2c(Br)c(OC(Cc3ccccc3)C(=O)OC)ccc2c1, CO, Cl, [Na+], [OH-], O. Product: CCCCc1oc2ccccc2c1C(=O)NCc1ccc2c(Br)c(OC(Cc3ccccc3)C(=O)O)ccc2c1. As a reaction SMILES: [CH3:3][O:4][C:5]([CH:6]([CH2:7][c:8]1[cH:9][cH:10][cH:11][cH:12][cH:13]1)[O:14][c:15]1[c:16]([Br:42])[c:17]2[cH:18][cH:19][c:20]([CH2:25][NH:26][C:27](=[O:28])[c:29]3[c:30]([CH2:38][CH2:39][CH2:40][CH3:41])[o:31][c:32]4[c:33]3[cH:34][cH:35][cH:36][cH:37]4)[cH:21][c:22]2[cH:23][cH:24]1)=[O:43].[CH3:46][OH:47].[ClH:45].[Na+:2].[OH-:1].[OH2:44]>>[O:4]=[C:5]([CH:6]([CH2:7][c:8]1[cH:9][cH:10][cH:11][cH:12][cH:13]1)[O:14][c:15]1[c:16]([Br:42])[c:17]2[cH:18][cH:19][c:20]([CH2:25][NH:26][C:27](=[O:28])[c:29]3[c:30]([CH2:38][CH2:39][CH2:40][CH3:41])[o:31][c:32]4[c:33]3[cH:34][cH:35][cH:36][cH:37]4)[cH:21][c:22]2[cH:23][cH:24]1)[OH:43].